Dataset: the Open Reaction Database (ORD), a public repository of structured organic reaction records. Task: describe an organic reaction: reactants, conditions, products, and yield Reactants: C(C)N(C\C=C/C1=C(C=CC(=C1)F)S(=O)(=O)NC1=CC=C2C3=C(COC2=C1C(=O)OC)OC=C3)CC (Methyl 7-[2-((Z)-3-diethylaminoprop-1-enyl)-4-fluorobenzenesulfonylamino]-4H-furo[2,3-c]chromene-6-carboxylate), C(C)N(C\C=C/[Sn](CCCC)(CCCC)CCCC)CC (N,N-diethyl-N—((Z)-1-tributylstannanylprop-1-en-3-yl)amine), C(C)N(C\C=C/[Sn](CCCC)(CCCC)CCCC)CC (N,N-diethyl-N—((Z)-1-tributylstannanylprop-1-en-3-yl)amine), BrC1=C(C=CC(=C1)F)S(=O)(=O)NC1=CC=C2[C@@H]3[C@H](COC2=C1C(=O)OC)OCC3 (methyl cis-(3aRS,9bRS)-7-(2-bromo-4-fluorobenzenesulfonylamino)-1,3a,4,9b-tetrahydro-2H-furo[2,3-c]chromene-6-carboxylate), BrC1=C(C=CC(=C1)F)S(=O)(=O)NC1=CC=C2[C@@H]3[C@H](COC2=C1C(=O)OC)OCC3 (methyl cis-(3aRS,9bRS)-7-(2-bromo-4-fluorobenzenesulfonylamino)-1,3a,4,9b-tetrahydro-2H-furo[2,3-c]chromene-6-carboxylate). Reaction conditions: temperature 80 celsius. Yields the product C(C)N(C\C=C/C1=C(C=CC(=C1)F)S(=O)(=O)NC1=CC=C2[C@@H]3[C@H](COC2=C1C(=O)OC)OCC3)CC (Methyl cis-(3aRS,9bRS)-7-[2-((Z)-3-diethylaminoprop-1-enyl)-4-fluorobenzenesulfonylamino]-1,3a,4,9b-tetrahydro-2H-furo[2,3-c]chromene-6-carboxylate). Reaction SMILES: [CH2:1]([N:3]([CH2:35][CH3:36])[CH2:4]/[CH:5]=[CH:6]\[C:7]1[CH:12]=[C:11]([F:13])[CH:10]=[CH:9][C:8]=1[S:14]([NH:17][C:18]1[C:27]([C:28]([O:30][CH3:31])=[O:29])=[C:26]2[C:21]([C:22]3[CH:34]=[CH:33][O:32][C:23]=3[CH2:24][O:25]2)=[CH:20][CH:19]=1)(=[O:16])=[O:15])[CH3:2].BrC1C=C(F)C=CC=1S(NC1C(C(OC)=O)=C2C([C@H]3CCO[C@H]3CO2)=CC=1)(=O)=O.C(N(CC)C/C=C\[Sn](CCCC)(CCCC)CCCC)C>>[CH2:35]([N:3]([CH2:1][CH3:2])[CH2:4]/[CH:5]=[CH:6]\[C:7]1[CH:12]=[C:11]([F:13])[CH:10]=[CH:9][C:8]=1[S:14]([NH:17][C:18]1[C:27]([C:28]([O:30][CH3:31])=[O:29])=[C:26]2[C:21]([C@H:22]3[CH2:34][CH2:33][O:32][C@H:23]3[CH2:24][O:25]2)=[CH:20][CH:19]=1)(=[O:15])=[O:16])[CH3:36]. Procedure: Prepared by proceeding in a similar manner to Intermediate 9, starting from methyl cis-(3aRS,9bRS)-7-(2-bromo-4-fluorobenzenesulfonylamino)-1,3a,4,9b-tetrahydro-2H-furo[2,3-c]chromene-6-carboxylate (Intermediate 18) and N,N-diethyl-N—((Z)-1-tributylstannanylprop-1-en-3-yl)-amine (Intermediate 11) and heating at 80° C. for 2 hours. Isolated yield 65.1%. The solvent is C(C)O (ethanol), C(C)O (ethanol). Yields the product C(CCC)OC1=CC=C(C(=O)O)C=C1 (4-Butoxybenzoic acid). RXN SMILES: Br[CH2:2][CH2:3][CH2:4][CH3:5].[OH:6][C:7]1[CH:15]=[CH:14][C:10]([C:11]([OH:13])=[O:12])=[CH:9][CH:8]=1.[OH-].[Na+].O>C(O)C>[CH2:2]([O:6][C:7]1[CH:15]=[CH:14][C:10]([C:11]([OH:13])=[O:12])=[CH:9][CH:8]=1)[CH2:3][CH2:4][CH3:5] |f:2.3|. Procedure: 1-Bromobutane (22.6 g, 0.165 mol) was added dropwise at room temperature to a stirred mixture of 4-hydroxybenzoic acid (15.0 g, 0.11 mol) in ethanol (60 ml) and sodium hydroxide (10.60 g) in the minimum amount of water. The stirred mixture was heated under reflux overnight (tlc analysis revealed a complete reaction), and then the ethanol was distilled off and an equal volume of water was added. The mixture was boiled to give a solution, cooled, washed with ether and acidified with 36% hydrochlor... Starting materials: BrCCCC (1-Bromobutane), OC1=CC=C(C(=O)O)C=C1 (4-hydroxybenzoic acid), [OH-].[Na+] (sodium hydroxide), O (water). RXN SMILES: [C:1](#[N:2])[c:3]1[cH:4][c:5]2[c:6]([cH:32][cH:33]1)[O:7][C:8]([CH3:30])([CH3:31])[CH:9]=[C:10]2[n:11]1[c:12](=[O:29])[cH:13][c:14]([CH:17]([CH2:18][CH:19]([C:20]([CH3:21])([CH3:22])[CH3:23])[O:24][SiH:25]([CH3:26])[CH3:27])[OH:28])[cH:15][cH:16]1.[C:44](=[O:45])([O-:46])[OH:47].[CH3:49][C:50]#[N:51].[CH3:52][N:53]([CH3:54])[c:55]1[cH:56][cH:57][n:58][cH:59][cH:60]1.[Na+:48].[O:34]([c:35]1[cH:36][cH:37][cH:38][cH:39][cH:40]1)[C:41](=[S:42])[Cl:43]>>[C:1](#[N:2])[c:3]1[cH:4][c:5]2[c:6]([cH:32][cH:33]1)[O:7][C:8]([CH3:30])([CH3:31])[CH:9]=[C:10]2[n:11]1[c:12](=[O:29])[cH:13][c:14]([CH:17]([CH2:18][CH:19]([C:20]([CH3:21])([CH3:22])[CH3:23])[O:24][SiH:25]([CH3:26])[CH3:27])[O:28][C:41]([O:34][c:35]2[cH:36][cH:37][cH:38][cH:39][cH:40]2)=[S:42])[cH:15][cH:16]1. Reactants: C[SiH](C)OC(CC(O)c1ccn(C2=CC(C)(C)Oc3ccc(C#N)cc32)c(=O)c1)C(C)(C)C, O=C([O-])O, CC#N, CN(C)c1ccncc1, [Na+], S=C(Cl)Oc1ccccc1. Yields the product C[SiH](C)OC(CC(OC(=S)Oc1ccccc1)c1ccn(C2=CC(C)(C)Oc3ccc(C#N)cc32)c(=O)c1)C(C)(C)C. Reaction SMILES: C(OC(=O)C)(=O)C.C([O-])(=O)C.[K+].[N:13](OCCC(C)C)=O.[CH3:21][S:22]([O:25][C:26]1[CH:31]=[CH:30][C:29]([NH:32][C:33](=[O:35])[CH3:34])=[C:28]([CH3:36])[C:27]=1[O:37][CH3:38])(=[O:24])=[O:23]>[Br-].C([N+](CCCC)(CCCC)CCCC)CCC.C(OCC)(=O)C.O>[CH3:21][S:22]([O:25][C:26]1[C:27]([O:37][CH3:38])=[C:28]2[C:29](=[CH:30][CH:31]=1)[N:32]([C:33](=[O:35])[CH3:34])[N:13]=[CH:36]2)(=[O:24])=[O:23] |f:1.2,5.6|. The yield is 141.2%. Reagents/catalysts: [Br-].C(CCC)[N+](CCCC)(CCCC)CCCC (tetrabutylammonium bromide). Yields the product CS(=O)(=O)OC=1C(=C2C=NN(C2=CC1)C(C)=O)OC (1-acetyl-4-methoxy-1H-indazol-5-yl methanesulfonate). Procedure details: Acetic anhydride (155?1, 1.65 mmol), tetrabutylammonium bromide (8.8 mg, 0.0274 mmol), potassium acetate (108 mg, 1.10 mmol) and isoamyl nitrite (0.096 ml, 0.274 mmol) were added to a solution of 4-(acetylamino)-2-methoxy-3-methylphenyl methanesulfonate (150 mg, 0.549 mmol) in ethyl acetate (1.5 ml) at room temperature. After 8 hours, isoamyl nitrite (0.037 ml, 0.713 mmol) was further added thereto. After another 2 hours, the mixture thus obtained was poured into water (20 ml) and extracted with... Solvent: O (water), C(C)(=O)OCC (ethyl acetate). Reactants: C(C)(=O)OC(C)=O (Acetic anhydride), C(C)(=O)[O-].[K+] (potassium acetate), N(=O)OCCC(C)C (isoamyl nitrite), CS(=O)(=O)OC1=C(C(=C(C=C1)NC(C)=O)C)OC (4-(acetylamino)-2-methoxy-3-methylphenyl methanesulfonate), N(=O)OCCC(C)C (isoamyl nitrite). Conditions: time 8 hour. Starting materials: C(C)(C)(C)OC(=O)N1[C@@H](CCC1)CC(=O)O ((S)-2-carboxymethyl-pyrrolidine-1-carboxylic acid tert butyl ester), BrCC(=O)C1=CC=C(C=C1)F (2-bromo-4′-fluoroacetophenone). Yields the product C(C)(C)(C)OC(=O)N1[C@@H](CCC1)CC(=O)OCC(=O)C1=CC=C(C=C1)F ((S)-2-[2-(4-Fluoro-phenyl)-2-oxo-ethoxycarbonylmethyl]-pyrrolidine-1-carboxylic tert butyl ester). The yield is 99.5%. As a reaction SMILES: [C:1]([O:5][C:6]([N:8]1[CH2:12][CH2:11][CH2:10][C@H:9]1[CH2:13][C:14]([OH:16])=[O:15])=[O:7])([CH3:4])([CH3:3])[CH3:2].Br[CH2:18][C:19]([C:21]1[CH:26]=[CH:25][C:24]([F:27])=[CH:23][CH:22]=1)=[O:20]>>[C:1]([O:5][C:6]([N:8]1[CH2:12][CH2:11][CH2:10][C@H:9]1[CH2:13][C:14]([O:16][CH2:18][C:19]([C:21]1[CH:26]=[CH:25][C:24]([F:27])=[CH:23][CH:22]=1)=[O:20])=[O:15])=[O:7])([CH3:4])([CH3:2])[CH3:3]. Reported procedure: The title compound (3.2 g) was prepared from (S)-2-carboxymethyl-pyrrolidine-1-carboxylic acid tert butyl ester (2.02 g) and 2-bromo-4′-fluoroacetophenone (1.91 g) according to the method of description 36. The reactants are C1(\C=C/C(=O)O1)=O (maleic anhydride), NC=1C=C(C=CC1)O (m-aminophenol). The solvent is C(C)(=O)O (acetic acid), C(C)(=O)O (acetic acid). Run at temperature 25 celsius. Product: OC=1C=C(C=CC1)N1C(C=CC1=O)=O (N-(3-hydroxyphenyl) maleimide). Isolated yield 37.0%. As a reaction SMILES: [NH2:1][C:2]1[CH:3]=[C:4]([OH:8])[CH:5]=[CH:6][CH:7]=1.[C:9]1(=O)[O:14][C:12](=[O:13])[CH:11]=[CH:10]1>C(O)(=O)C>[OH:8][C:4]1[CH:3]=[C:2]([N:1]2[C:12](=[O:13])[CH:11]=[CH:10][C:9]2=[O:14])[CH:7]=[CH:6][CH:5]=1. Procedure: A 54.57 gram portion of m-aminophenol (0.50 mole) and 650 milliliters of acetic acid were added to a reactor and maintained under a nitrogen atmosphere with stirring. The stirred solution was maintained at 25° C., then 49.03 grams of maleic anhydride (0.50 mole) dissolved in 100 millili-ers of acetic acid was added to the reactor and heating to 110° C. commenced. The 110° C. reaction temperature was maintained for 14 hours (50,400 s), then the product was dried under vacuum by rotary evaporation... Starting materials: CC(C)(C)OC(=O)N1CCCC(C(=O)c2ccccc2)C1, C1CCOC1, C[Si](C)(C)[NH-], C[Si](C)(C)[NH-], CN1CCCN(C)C1=O, CI, [Li+], [Li+]. Yields the product CC(C)(C)OC(=O)N1CCCC(C)(C(=O)c2ccccc2)C1. RXN SMILES: [C:1]([c:2]1[cH:3][cH:4][cH:5][cH:6][cH:7]1)(=[O:8])[CH:9]1[CH2:10][N:11]([C:15](=[O:16])[O:17][C:18]([CH3:19])([CH3:20])[CH3:21])[CH2:12][CH2:13][CH2:14]1.[CH2:45]1[O:46][CH2:47][CH2:48][CH2:49]1.[CH3:22][Si:23]([NH-:24])([CH3:25])[CH3:26].[CH3:27][Si:28]([NH-:29])([CH3:30])[CH3:31].[CH3:36][N:37]1[CH2:38][CH2:39][CH2:40][N:41]([CH3:42])[C:43]1=[O:44].[I:34][CH3:35].[Li+:32].[Li+:33]>>[C:1]([c:2]1[cH:3][cH:4][cH:5][cH:6][cH:7]1)(=[O:8])[C:9]1([CH3:22])[CH2:10][N:11]([C:15](=[O:16])[O:17][C:18]([CH3:19])([CH3:20])[CH3:21])[CH2:12][CH2:13][CH2:14]1. The reactants are C(C1=CC=CC=C1)OC=1C=CC2=C(N=C(O2)SCCCCCC(=O)NC2=C(C=CC=C2C(C)C)C(C)C)C1 (6-(5-benzyloxybenzoxazol-2-ylthio)-N-(2,6-diisopropylphenyl)hexanamide), C1(=CC=CC=C1)SC (thioanisole). Solvent: FC(C(=O)O)(F)F (trifluoroacetic acid). Reaction conditions: time 12 hour. Product: OC=1C=CC2=C(N=C(O2)SCCCCCC(=O)NC2=C(C=CC=C2C(C)C)C(C)C)C1 (6-(5-hydroxybenzoxazol-2-ylthio)-N-(2,6-diisopropylphenyl)hexanamide). The yield is 97.0%. Reaction SMILES: C([O:8][C:9]1[CH:10]=[CH:11][C:12]2[O:16][C:15]([S:17][CH2:18][CH2:19][CH2:20][CH2:21][CH2:22][C:23]([NH:25][C:26]3[C:31]([CH:32]([CH3:34])[CH3:33])=[CH:30][CH:29]=[CH:28][C:27]=3[CH:35]([CH3:37])[CH3:36])=[O:24])=[N:14][C:13]=2[CH:38]=1)C1C=CC=CC=1.C1(SC)C=CC=CC=1>FC(F)(F)C(O)=O>[OH:8][C:9]1[CH:10]=[CH:11][C:12]2[O:16][C:15]([S:17][CH2:18][CH2:19][CH2:20][CH2:21][CH2:22][C:23]([NH:25][C:26]3[C:31]([CH:32]([CH3:33])[CH3:34])=[CH:30][CH:29]=[CH:28][C:27]=3[CH:35]([CH3:37])[CH3:36])=[O:24])=[N:14][C:13]=2[CH:38]=1. Procedure details: Under cooling in ice bath, 6-(5-benzyloxybenzoxazol-2-ylthio)-N-(2,6-diisopropylphenyl)hexanamide (514 mg, 2.0 mmol) was dissolved in trifluoroacetic acid (20 ml), followed by addition of thioanisole (1.24 g, 10 mmol), with stirring at ambient temperature for 12 hours. The solvent was distilled off from the reaction solution; the resulting residue was diluted with water, and extracted with ethyl acetate. The organic layer was washed sequentially with a saturated sodium hydrogen carbonate solutio... The reactants are C(=O)(O)[O-].[Na+] (NaHCO3), C(CCC)C1=NC=2C(=NC(=C(C2)C2=CC=CC=C2)C=O)N1CC1=CC=C(C=C1)C1=C(C=CC=C1)C1=NN=NN1C(C)OCC (2-butyl-3-{2'-[l-(1-ethoxyethyl)-1H-tetrazol-5-yl]-biphenyl-4-ylmethyl}-5-formyl-6-phenyl-3H-imidazo[4,5-b]pyridine), trimethylformate, CO (methanol), Cl.CO (HCl MeOH). Product: C(CCC)C1=NC=2C(=NC(=C(C2)C2=CC=CC=C2)C(OC)OC)N1CC1=CC=C(C=C1)C1=C(C=CC=C1)C1=NN=NN1 (2-butyl-5-dimethoxymethyl-6-phenyl-3-[2'-(1H-tetrazol-5-yl)-biphenyl-4-ylmethyl]-3H-imidazo[4,5-b ]pyridine). The yield is 79.4%. RXN SMILES: [CH2:1]([C:5]1[N:21]([CH2:22][C:23]2[CH:28]=[CH:27][C:26]([C:29]3[CH:34]=[CH:33][CH:32]=[CH:31][C:30]=3[C:35]3[N:39](C(OCC)C)[N:38]=[N:37][N:36]=3)=[CH:25][CH:24]=2)[C:8]2=[N:9][C:10](C=O)=[C:11]([C:13]3[CH:18]=[CH:17][CH:16]=[CH:15][CH:14]=3)[CH:12]=[C:7]2[N:6]=1)[CH2:2][CH2:3][CH3:4].Cl.[CH3:46][OH:47].[C:48]([O-])(O)=O.[Na+].[CH3:53][OH:54]>>[CH2:1]([C:5]1[N:21]([CH2:22][C:23]2[CH:28]=[CH:27][C:26]([C:29]3[CH:34]=[CH:33][CH:32]=[CH:31][C:30]=3[C:35]3[NH:39][N:38]=[N:37][N:36]=3)=[CH:25][CH:24]=2)[C:8]2=[N:9][C:10]([CH:46]([O:54][CH3:53])[O:47][CH3:48])=[C:11]([C:13]3[CH:18]=[CH:17][CH:16]=[CH:15][CH:14]=3)[CH:12]=[C:7]2[N:6]=1)[CH2:2][CH2:3][CH3:4] |f:1.2,3.4|. Reported procedure: 0.1 g(0.000169 mole) of the compound obtained in step 11 and 0.36 g(0.00338 mole) of trimethylformate were dissolved in 5 ml of methanol and to the resulting solution was added 0.5 ml of 3% anhydrous HCl/MeOH. The resultant was refluxed for 2 hours and cooled. 5 ml of saturated NaHCO3 solution was added to the reaction solution. The resulting solution was evaporated under reduced pressure to remove methanol and thereafter extracted with ethyl acetate(5 ml×4). The organic layer was dried over Na2...